This data is from the Open Reaction Database (ORD), a public repository of structured organic reaction records. The task is: describe an organic reaction: reactants, conditions, products, and yield Reactants: C(C)(C)(C)OC(=O)NC(COCC=1C=C(C(=O)O)C=C(C1)C1(CCCC1)C#N)(CC1=CC=CC=C1)C (3-((2-tert-butoxycarbonylamino-2-methyl-3-phenylpropoxy)methyl)-5-(1-cyanocyclopentyl)benzoic acid), ClC1=C(C=CC=C1)C(C)N (1-(2-chlorophenyl)ethanamine). The product is NC(COCC=1C=C(C(=O)NC(C)C2=C(C=CC=C2)Cl)C=C(C1)C1(CCCC1)C#N)(CC1=CC=CC=C1)C (3-((2-Amino-2-methyl-3-phenylpropoxy)methyl)-N-(1-(2-chlorophenyl)ethyl)-5-(1-cyanocyclopentyl)benzamide). RXN SMILES: C(OC([NH:8][C:9]([CH3:36])([CH2:29][C:30]1[CH:35]=[CH:34][CH:33]=[CH:32][CH:31]=1)[CH2:10][O:11][CH2:12][C:13]1[CH:14]=[C:15]([CH:19]=[C:20]([C:22]2([C:27]#[N:28])[CH2:26][CH2:25][CH2:24][CH2:23]2)[CH:21]=1)[C:16]([OH:18])=O)=O)(C)(C)C.[Cl:37][C:38]1[CH:43]=[CH:42][CH:41]=[CH:40][C:39]=1[CH:44]([NH2:46])[CH3:45]>>[NH2:8][C:9]([CH3:36])([CH2:29][C:30]1[CH:35]=[CH:34][CH:33]=[CH:32][CH:31]=1)[CH2:10][O:11][CH2:12][C:13]1[CH:14]=[C:15]([CH:19]=[C:20]([C:22]2([C:27]#[N:28])[CH2:23][CH2:24][CH2:25][CH2:26]2)[CH:21]=1)[C:16]([NH:46][CH:44]([C:39]1[CH:40]=[CH:41][CH:42]=[CH:43][C:38]=1[Cl:37])[CH3:45])=[O:18]. Reported procedure: Prepared from 3-((2-tert-butoxycarbonylamino-2-methyl-3-phenylpropoxy)methyl)-5-(1-cyanocyclopentyl)benzoic acid and 1-(2-chlorophenyl)ethanamine using a similar procedure as described for the preparation of Example 20. HRMS ES calculated for C32H36ClN3O2: 530.2569, found: 530.2561. The reactants are CCOC(=O)C(C)n1cc(Br)ccc1=O, C1CCOC1, CO, Cl, [Na+], [OH-]. The product is CC(C(=O)O)n1cc(Br)ccc1=O. Reaction SMILES: [Br:1][c:2]1[cH:3][cH:4][c:5](=[O:15])[n:6]([CH:8]([C:9](=[O:10])[O:11][CH2:12][CH3:13])[CH3:14])[cH:7]1.[CH2:19]1[O:20][CH2:21][CH2:22][CH2:23]1.[CH3:24][OH:25].[ClH:18].[Na+:17].[OH-:16]>>[Br:1][c:2]1[cH:3][cH:4][c:5](=[O:15])[n:6]([CH:8]([C:9](=[O:10])[OH:11])[CH3:14])[cH:7]1. The reactants are IC=1C=C(C(=CC1)N)N (4-iodo-benzene-1,2-diamine), C(C=O)=O (ethanedial), C(C)(=O)O (acetic acid), C(C)O (ethanol). Run in O (Water). Yields the product IC=1C=C2N=CC=NC2=CC1 (6-iodo-quinoxaline). Isolated yield 64.0%. As a reaction SMILES: [I:1][C:2]1[CH:3]=[C:4]([NH2:9])[C:5]([NH2:8])=[CH:6][CH:7]=1.[CH:10](=O)[CH:11]=O.C(O)(=O)C.C(O)C>O>[I:1][C:2]1[CH:3]=[C:4]2[C:5](=[CH:6][CH:7]=1)[N:8]=[CH:11][CH:10]=[N:9]2. Reported procedure: A solution of 4-iodo-benzene-1,2-diamine (0.46 g, 1.96 mmol), ethanedial [40% in water] (2.25 mL), acetic acid (1 mL) and ethanol (20 mL) were heated to 100° C. for several hours and then cooled to room temperature. Water was added and the crude product was extracted with ethyl acetate. The product was purified via silica gel column chromatography with hexane:ethyl acetate (1:1) to give 0.323 g (64%) of 6-iodo-quinoxaline. Reactants: C[O-], CCO, CI, Cc1nc(N)[nH]c(=O)c1CCO, [Na+]. Yields the product Cc1nc(N)n(C)c(=O)c1CCO. As a reaction SMILES: [CH3:13][O-:14].[CH3:18][CH2:19][OH:20].[I:16][CH3:17].[NH2:1][c:2]1[n:3][c:4]([CH3:12])[c:5]([CH2:9][CH2:10][OH:11])[c:6](=[O:8])[nH:7]1.[Na+:15]>>[NH2:1][c:2]1[n:3][c:4]([CH3:12])[c:5]([CH2:9][CH2:10][OH:11])[c:6](=[O:8])[n:7]1[CH3:13]. Starting materials: OC1=C(C(=C(C(=C1OC)C(=O)OCC)C)C)C(C=CC1=CC(=C(C(=C1)C(C)(C)C)O)C(C)(C)C)=O (1-[2-hydroxy-4-ethoxycarbonyldimethylmethyloxyphenyl]-3-[3,5-ditertbutyl-4-hydroxyphenyl]prop-2-en-1-one), OC1=C(C(=C(C(=C1OC)C(=O)OCC)C)C)C(C=CC1=CC(=C(C(=C1)C(C)(C)C)O)C(C)(C)C)=O (1-[2-hydroxy-4-ethoxycarbonyldimethylmethyloxyphenyl]-3-[3,5-ditertbutyl-4-hydroxyphenyl]prop-2-en-1-one), ClC1=CC=C(C=O)C=C1 (4-chlorobenzaldehyde). The product is OC1=C(C(=C(C(=C1OC)C(=O)O)C)C)C(C=CC1=CC=C(C=C1)Cl)=O (1-[2-hydroxy-4-carboxydimethylmethyloxyphenyl]-3-[4-chlorophenyl]prop-2-en-1-one). RXN SMILES: [OH:1][C:2]1[C:7]([O:8][CH3:9])=[C:6]([C:10]([O:12]CC)=[O:11])[C:5]([CH3:15])=[C:4]([CH3:16])[C:3]=1[C:17](=[O:35])[CH:18]=[CH:19][C:20]1[CH:25]=[C:24](C(C)(C)C)[C:23](O)=[C:22](C(C)(C)C)[CH:21]=1.[Cl:36]C1C=CC(C=O)=CC=1>>[OH:1][C:2]1[C:7]([O:8][CH3:9])=[C:6]([C:10]([OH:12])=[O:11])[C:5]([CH3:15])=[C:4]([CH3:16])[C:3]=1[C:17](=[O:35])[CH:18]=[CH:19][C:20]1[CH:25]=[CH:24][C:23]([Cl:36])=[CH:22][CH:21]=1. Procedure details: This compound was synthesized from 2′-hydroxy-4′-(ethoxycarbonyldimethylmethyloxy)acetophenone (starting material 1) and 4-chlorobenzaldehyde according to general method 2 described earlier. Starting materials: OC1=C2CCCC(C2=CC=C1)CCN1N=C(C=CC1=O)C(C1=CC=CC=C1)C1=CC=CC=C1 (2-[2-(5-hydroxy-1,2,3,4-tetrahydro-1-naphthyl)ethyl]-6-diphenylmethyl-3(2H)-pyridazinone), C([O-])([O-])=O.[K+].[K+] (potassium carbonate), BrCC(=O)OCC (ethyl bromoacetate). Run in CN(C=O)C (N,N-dimethylformamide). Product: C(C)OC(=O)COC1=C2CCCC(C2=CC=C1)CCN1N=C(C=CC1=O)C(C1=CC=CC=C1)C1=CC=CC=C1 (2-[2-(5-ethoxycarbonylmethoxy-1,2,3,4-tetrahydro-1-naphthyl)ethyl]-6-diphenylmethyl-3(2H)-pyridazinone). RXN SMILES: [OH:1][C:2]1[CH:11]=[CH:10][CH:9]=[C:8]2[C:3]=1[CH2:4][CH2:5][CH2:6][CH:7]2[CH2:12][CH2:13][N:14]1[C:19](=[O:20])[CH:18]=[CH:17][C:16]([CH:21]([C:28]2[CH:33]=[CH:32][CH:31]=[CH:30][CH:29]=2)[C:22]2[CH:27]=[CH:26][CH:25]=[CH:24][CH:23]=2)=[N:15]1.C(=O)([O-])[O-].[K+].[K+].Br[CH2:41][C:42]([O:44][CH2:45][CH3:46])=[O:43]>CN(C)C=O>[CH2:45]([O:44][C:42]([CH2:41][O:1][C:2]1[CH:11]=[CH:10][CH:9]=[C:8]2[C:3]=1[CH2:4][CH2:5][CH2:6][CH:7]2[CH2:12][CH2:13][N:14]1[C:19](=[O:20])[CH:18]=[CH:17][C:16]([CH:21]([C:28]2[CH:33]=[CH:32][CH:31]=[CH:30][CH:29]=2)[C:22]2[CH:23]=[CH:24][CH:25]=[CH:26][CH:27]=2)=[N:15]1)=[O:43])[CH3:46] |f:1.2.3|. Procedure: A N,N-dimethylformamide solution (15 ml) of crude 2-[2-(5-hydroxy-1,2,3,4-tetrahydro-1-naphthyl)ethyl]-6-diphenylmethyl-3(2H)-pyridazinone (0.34 g), potassium carbonate (0.16 g) and ethyl bromoacetate (0.2 ml) was stirred at room temperature for 24 hours. The reaction mixture was partitioned between ethyl acetate and water. The organic layer was washed with water and brine, dried over sodium sulfate, and evaporated in vacuo. The residue was chromatographed (n-hexane-ethyl acetate=3:2) over silic... The reactants are C(C)OC(=O)C1=C(C2=C(C(=N1)Br)SC(=N2)C2=CC=CC=C2)O (4-bromo-7-hydroxy-2-phenyl-thiazolo[5,4-c]pyridine-6-carboxylic acid ethyl ester), C1(=CC=CC=C1)B(O)O (phenylboronic acid), C([O-])([O-])=O.[Cs+].[Cs+] (cesium carbonate). Reagents/catalysts: C=1C=CC(=CC1)[P](C=2C=CC=CC2)(C=3C=CC=CC3)[Pd]([P](C=4C=CC=CC4)(C=5C=CC=CC5)C=6C=CC=CC6)([P](C=7C=CC=CC7)(C=8C=CC=CC8)C=9C=CC=CC9)[P](C=1C=CC=CC1)(C=1C=CC=CC1)C=1C=CC=CC1 (tetrakis(triphenylphosphine)palladium). Solvent: O1CCOCC1 (dioxane). The product is C(C)OC(=O)C1=C(C2=C(C(=N1)C1=CC=CC=C1)SC(=N2)C2=CC=CC=C2)O (7-Hydroxy-2,4-diphenyl-thiazolo[5,4-c]pyridine-6-carboxylic acid ethyl ester). The yield is 46.6%. RXN SMILES: [CH2:1]([O:3][C:4]([C:6]1[N:11]=[C:10](Br)[C:9]2[S:13][C:14]([C:16]3[CH:21]=[CH:20][CH:19]=[CH:18][CH:17]=3)=[N:15][C:8]=2[C:7]=1[OH:22])=[O:5])[CH3:2].[C:23]1(B(O)O)[CH:28]=[CH:27][CH:26]=[CH:25][CH:24]=1.C(=O)([O-])[O-].[Cs+].[Cs+]>O1CCOCC1.C1C=CC([P]([Pd]([P](C2C=CC=CC=2)(C2C=CC=CC=2)C2C=CC=CC=2)([P](C2C=CC=CC=2)(C2C=CC=CC=2)C2C=CC=CC=2)[P](C2C=CC=CC=2)(C2C=CC=CC=2)C2C=CC=CC=2)(C2C=CC=CC=2)C2C=CC=CC=2)=CC=1>[CH2:1]([O:3][C:4]([C:6]1[N:11]=[C:10]([C:23]2[CH:28]=[CH:27][CH:26]=[CH:25][CH:24]=2)[C:9]2[S:13][C:14]([C:16]3[CH:21]=[CH:20][CH:19]=[CH:18][CH:17]=3)=[N:15][C:8]=2[C:7]=1[OH:22])=[O:5])[CH3:2] |f:2.3.4,^1:47,49,68,87|. Procedure details: A mixture of 4-bromo-7-hydroxy-2-phenyl-thiazolo[5,4-c]pyridine-6-carboxylic acid ethyl ester (202 mg, 0.53 mmole), phenylboronic acid (130 mg, 1.07 mmole), cesium carbonate (522 mg, 1.60 mmole) and tetrakis(triphenylphosphine)palladium (62 mg, 0.05 mmole) in dioxane (2.8 ml) was refluxed for 16 h before it was cooled to room temperature, quenched with water and filtered. The filtrate was partitioned between ethyl acetate and water. The organic layer was washed with brine, dried over anhydrous s... Reactants: C1CCOC1, COC(=O)CCc1cc(C)c(-c2cc3ccc(C(=O)Nc4ccc(C(C)(C)C)cc4)cc3[nH]2)c(C)c1, Cl, [Na+], [OH-]. RXN SMILES: [CH2:40]1[O:41][CH2:42][CH2:43][CH2:44]1.[CH3:1][O:2][C:3]([CH2:4][CH2:5][c:6]1[cH:7][c:8]([CH3:35])[c:9](-[c:13]2[nH:14][c:15]3[cH:16][c:17]([C:22]([NH:23][c:24]4[cH:25][cH:26][c:27]([C:30]([CH3:31])([CH3:32])[CH3:33])[cH:28][cH:29]4)=[O:34])[cH:18][cH:19][c:20]3[cH:21]2)[c:10]([CH3:12])[cH:11]1)=[O:36].[ClH:39].[Na+:38].[OH-:37]>>[O:2]=[C:3]([CH2:4][CH2:5][c:6]1[cH:7][c:8]([CH3:35])[c:9](-[c:13]2[nH:14][c:15]3[cH:16][c:17]([C:22]([NH:23][c:24]4[cH:25][cH:26][c:27]([C:30]([CH3:31])([CH3:32])[CH3:33])[cH:28][cH:29]4)=[O:34])[cH:18][cH:19][c:20]3[cH:21]2)[c:10]([CH3:12])[cH:11]1)[OH:36]. Yields the product Cc1cc(CCC(=O)O)cc(C)c1-c1cc2ccc(C(=O)Nc3ccc(C(C)(C)C)cc3)cc2[nH]1. Reactants: COc1cc(NC(=O)OC(C)(C)C)c(NC(=O)CC(=O)c2cccc(-c3cc(C)no3)c2)cc1C(F)(F)F, ClCCl, O=C(O)C(F)(F)F. Product: COc1cc2c(cc1C(F)(F)F)NC(=O)CC(c1cccc(-c3cc(C)no3)c1)=N2. RXN SMILES: [C:1]([O:2][C:3](=[O:4])[NH:7][c:8]1[c:9]([NH:20][C:21]([CH2:22][C:23](=[O:5])[c:25]2[cH:26][c:27](-[c:31]3[cH:32][c:33]([CH3:36])[n:34][o:35]3)[cH:28][cH:29][cH:30]2)=[O:37])[cH:10][c:11]([C:16]([F:17])([F:18])[F:19])[c:12]([O:14][CH3:15])[cH:13]1)([CH3:6])([CH3:24])[CH3:38].[Cl:46][CH2:47][Cl:48].[F:39][C:40]([F:41])([F:42])[C:43]([OH:44])=[O:45]>>[N:7]1=[C:23]([c:25]2[cH:26][c:27](-[c:31]3[cH:32][c:33]([CH3:36])[n:34][o:35]3)[cH:28][cH:29][cH:30]2)[CH2:22][C:21](=[O:37])[NH:20][c:9]2[c:8]1[cH:13][c:12]([O:14][CH3:15])[c:11]([C:16]([F:17])([F:18])[F:19])[cH:10]2. Starting materials: Cl.N1CC(C1)C1=NC(=NO1)C=1C=CC(=C(C1)NC(=O)C1=CN=C2N1C=CC=C2)C (N-(5-(5-(azetidin-3-yl)-1,2,4-oxadiazol-3-yl)-2-methylphenyl)imidazo[1,2-a]pyridine-3-carboxamide hydrochloride), COC(=O)Cl (methylchloroformate), C(CC(O)(C(=O)O)CC(=O)O)(=O)O (citric acid). Solvent: N1=CC=CC=C1 (pyridine). Conditions: time 10 minute. The product is N=1C=C(N2C1C=CC=C2)C(=O)NC=2C=C(C=CC2C)C2=NOC(=N2)C2CN(C2)C(=O)OC (methyl 3-(3-(3-(imidazo[1,2-a]pyridine-3-carboxamido)-4-methylphenyl)-1,2,4-oxadiazol-5-yl)azetidine-1-carboxylate). RXN SMILES: Cl.[NH:2]1[CH2:5][CH:4]([C:6]2[O:10][N:9]=[C:8]([C:11]3[CH:12]=[CH:13][C:14]([CH3:29])=[C:15]([NH:17][C:18]([C:20]4[N:24]5[CH:25]=[CH:26][CH:27]=[CH:28][C:23]5=[N:22][CH:21]=4)=[O:19])[CH:16]=3)[N:7]=2)[CH2:3]1.[CH3:30][O:31][C:32](Cl)=[O:33].C(O)(=O)CC(CC(O)=O)(C(O)=O)O>N1C=CC=CC=1>[N:22]1[CH:21]=[C:20]([C:18]([NH:17][C:15]2[CH:16]=[C:11]([C:8]3[N:7]=[C:6]([CH:4]4[CH2:3][N:2]([C:32]([O:31][CH3:30])=[O:33])[CH2:5]4)[O:10][N:9]=3)[CH:12]=[CH:13][C:14]=2[CH3:29])=[O:19])[N:24]2[CH:25]=[CH:26][CH:27]=[CH:28][C:23]=12 |f:0.1|. Procedure: To a stirring solution of N-(5-(5-(azetidin-3-yl)-1,2,4-oxadiazol-3-yl)-2-methylphenyl)imidazo[1,2-a]pyridine-3-carboxamide (21) (25 mg, 0.0667 mmol) in anhydrous pyridine (1 mL) was added methylchloroformate (5 μL, 0.667 mmol). The reaction was stirred to room temperature for 10 minutes. The pH was adjusted to neutral with 10% citric acid. The crude was purified by reverse phase HPLC to afford methyl 3-(3-(3-(imidazo[1,2-a]pyridine-3-carboxamido)-4-methylphenyl)-1,2,4-oxadiazol-5-yl)azetidine-1...